This data is from the Open Reaction Database (ORD), a public repository of structured organic reaction records. The task is: describe an organic reaction: reactants, conditions, products, and yield Reactants: N1=CC=C(C=C1)N1CCC(CC1)COC(=O)NNC=1C(=CC=CC1)N (N1-[[1-(4-pyridyl)piperidin-4-yl]methoxycarbonylamino]-1,2-benzenediamine), C(C1=CC=CC=C1)(=O)Cl (benzoyl chloride). Product: O.Cl.C(C1=CC=CC=C1)(=O)NC=1C(=CC=CC1)NNC(=O)OCC1CCN(CC1)C1=CC=NC=C1.C(C1=CC=CC=C1)(=O)NC=1C(=CC=CC1)NNC(=O)OCC1CCN(CC1)C1=CC=NC=C1.Cl (N1-Benzoyl-N2-[[1-(4-pyridyl)piperidin-4-yl]methoxycarbonylanino]-1,2-benzenediamine hydrochloride hemihydrate). The yield is 87.6%. RXN SMILES: [N:1]1[CH:6]=[CH:5][C:4]([N:7]2[CH2:12][CH2:11][CH:10]([CH2:13][O:14][C:15]([NH:17][NH:18][C:19]3[C:20]([NH2:25])=[CH:21][CH:22]=[CH:23][CH:24]=3)=[O:16])[CH2:9][CH2:8]2)=[CH:3][CH:2]=1.[C:26]([Cl:34])(=[O:33])[C:27]1[CH:32]=[CH:31][CH:30]=[CH:29][CH:28]=1>>[OH2:14].[ClH:34].[C:26]([NH:25][C:20]1[C:19]([NH:18][NH:17][C:15]([O:14][CH2:13][CH:10]2[CH2:9][CH2:8][N:7]([C:4]3[CH:5]=[CH:6][N:1]=[CH:2][CH:3]=3)[CH2:12][CH2:11]2)=[O:16])=[CH:24][CH:23]=[CH:22][CH:21]=1)(=[O:33])[C:27]1[CH:32]=[CH:31][CH:30]=[CH:29][CH:28]=1.[C:26]([NH:25][C:20]1[C:19]([NH:18][NH:17][C:15]([O:14][CH2:13][CH:10]2[CH2:9][CH2:8][N:7]([C:4]3[CH:5]=[CH:6][N:1]=[CH:2][CH:3]=3)[CH2:12][CH2:11]2)=[O:16])=[CH:24][CH:23]=[CH:22][CH:21]=1)(=[O:33])[C:27]1[CH:32]=[CH:31][CH:30]=[CH:29][CH:28]=1.[ClH:34] |f:2.3.4.5.6|. Reported procedure: Using the procedure described in Example 48, Part C, N1-[[1-(4-pyridyl)piperidin-4-yl]methoxycarbonylamino]-1,2-benzenediamine (0.61 mmol) and benzoyl chloride (1.2 mmol) yielded 175 mg (61%) of the title compound. Reactants: CC(C)(C)CN, COC(=O)Cn1ncc2cc(-c3cc(C(=O)NC4CC4)ccc3C)ccc21. Product: Cc1ccc(C(=O)NC2CC2)cc1-c1ccc2c(cnn2CC(=O)NCC(C)(C)C)c1. RXN SMILES: [CH3:28][C:29]([CH2:30][NH2:31])([CH3:32])[CH3:33].[CH:1]1([NH:4][C:5](=[O:6])[c:7]2[cH:8][cH:9][c:10]([CH3:27])[c:11](-[c:13]3[cH:14][c:15]4[cH:16][n:17][n:18]([CH2:22][C:23](=[O:24])[O:25][CH3:26])[c:19]4[cH:20][cH:21]3)[cH:12]2)[CH2:2][CH2:3]1>>[CH:1]1([NH:4][C:5](=[O:6])[c:7]2[cH:8][cH:9][c:10]([CH3:27])[c:11](-[c:13]3[cH:14][c:15]4[cH:16][n:17][n:18]([CH2:22][C:23](=[O:24])[NH:31][CH2:30][C:29]([CH3:28])([CH3:32])[CH3:33])[c:19]4[cH:20][cH:21]3)[cH:12]2)[CH2:2][CH2:3]1. Starting materials: ClCC1=CC=C(OCC=2N=C(OC2C)C2=CC=CC=C2)C=C1 (4-(4-chloromethylphenoxy)methyl-5-methyl-2-phenyloxazole), N1N=CC(=C1)C(=O)OCC (ethyl 1H-pyrazol-4-carboxylate), C([O-])([O-])=O.[K+].[K+] (potassium carbonate), CN(C=O)C (N,N-dimethylformamide). Solvent: O (water). Run at time 24 hour. Yields the product CC1=C(N=C(O1)C1=CC=CC=C1)COC1=CC=C(CN2N=CC(=C2)C(=O)OCC)C=C1 (ethyl 1-[4-(5-methyl-2-phenyl-4-oxazolylmethoxy)benzyl]-1H-pyrazol-4-carboxylate). Yield: 84.8%. Reaction SMILES: Cl[CH2:2][C:3]1[CH:22]=[CH:21][C:6]([O:7][CH2:8][C:9]2[N:10]=[C:11]([C:15]3[CH:20]=[CH:19][CH:18]=[CH:17][CH:16]=3)[O:12][C:13]=2[CH3:14])=[CH:5][CH:4]=1.[NH:23]1[CH:27]=[C:26]([C:28]([O:30][CH2:31][CH3:32])=[O:29])[CH:25]=[N:24]1.C(=O)([O-])[O-].[K+].[K+].CN(C)C=O>O>[CH3:14][C:13]1[O:12][C:11]([C:15]2[CH:20]=[CH:19][CH:18]=[CH:17][CH:16]=2)=[N:10][C:9]=1[CH2:8][O:7][C:6]1[CH:21]=[CH:22][C:3]([CH2:2][N:23]2[CH:27]=[C:26]([C:28]([O:30][CH2:31][CH3:32])=[O:29])[CH:25]=[N:24]2)=[CH:4][CH:5]=1 |f:2.3.4|. Procedure: A mixture of 4-(4-chloromethylphenoxy)methyl-5-methyl-2-phenyloxazole (3.55 g), ethyl 1H-pyrazol-4-carboxylate (1.50 g), potassium carbonate (2.76 g), and N,N-dimethylformamide (25 ml) was stirred at room temperature for 24 hours. The reaction mixture was poured into water, which was extracted with ethyl acetate. The ethyl acetate layer was washed with water, then, with saturated aqueous sodium chloride solution, dried (MgSO4) and concentrated. The obtained crystals were collected by filtration,...